This data is from the Open Reaction Database (ORD), a public repository of structured organic reaction records. The task is: describe an organic reaction: reactants, conditions, products, and yield Starting materials: C(C)(=O)ON=C(C)C1=C(C=C(C=C1O)C)O (1-(2,6-dihydroxy-4-methylphenyl)ethanone O-acetyloxime), C(C)(=O)ON=C(C)C1=C(C=C(C=C1O)C)O (1-(2,6-dihydroxy-4-methylphenyl)ethanone O-acetyloxime), Cl (HCl), aqueous solution. Solvent: N1=CC=CC=C1 (pyridine). Product: CC1=NOC=2C1=C(C=C(C2)C)O (3,6-dimethyl-1,2-benzisoxazol-4-ol). Isolated yield 47.2%. Reaction SMILES: C(O[N:5]=[C:6]([C:8]1[C:13]([OH:14])=[CH:12][C:11]([CH3:15])=[CH:10][C:9]=1[OH:16])[CH3:7])(=O)C.Cl>N1C=CC=CC=1>[CH3:7][C:6]1[C:8]2=[C:13]([OH:14])[CH:12]=[C:11]([CH3:15])[CH:10]=[C:9]2[O:16][N:5]=1. Procedure details: To 1-(2,6-dihydroxy-4-methylphenyl)ethanone O-acetyloxime (Intermediate 18, 1.0 g) pyridine (10 ml) was added and the reaction mixture was stirred at reflux under N2 for 2 hours. After the addition of HCl (10.0 ml of a 5M aqueous solution), the mixture was extracted 3 times with Et2O and the gathered organic phases were washed with HCl (1M). The separated organic phase was then dried over sodium sulphate, filtered and evaporated to afford 345 mg of the title compound. The reactants are C(C)(C)(C)OC(=O)N1CC2=CC(=CC=C2C[C@H]1C(N[C@@H](CC(C)C)C(=O)OC1CCCC1)=O)[N+](=O)[O-] ((S)-3-((S)-1-Cyclopentyloxycarbonyl-3-methyl-butylcarbamoyl)-7-nitro-3,4-dihydro-1H-isoquinoline-2-carboxylic acid tert-butyl ester). The reagents and catalysts are [Pd].[C] (Pd carbon). Run in CCOC(=O)C (EtOAc). Run at time 16 hour. Yields the product C(C)(C)(C)OC(=O)N1CC2=CC(=CC=C2C[C@H]1C(N[C@@H](CC(C)C)C(=O)OC1CCCC1)=O)N ((S)-7-Amino-3-((S)-1-cyclopentyloxycarbonyl-3-methyl-butylcarbamoyl)-3,4-dihydro-1H-isoquinoline-2-carboxylic acid tert-butyl ester). As a reaction SMILES: [C:1]([O:5][C:6]([N:8]1[C@H:17]([C:18](=[O:33])[NH:19][C@H:20]([C:25]([O:27][CH:28]2[CH2:32][CH2:31][CH2:30][CH2:29]2)=[O:26])[CH2:21][CH:22]([CH3:24])[CH3:23])[CH2:16][C:15]2[C:10](=[CH:11][C:12]([N+:34]([O-])=O)=[CH:13][CH:14]=2)[CH2:9]1)=[O:7])([CH3:4])([CH3:3])[CH3:2]>CCOC(C)=O.[Pd].[C]>[C:1]([O:5][C:6]([N:8]1[C@H:17]([C:18](=[O:33])[NH:19][C@H:20]([C:25]([O:27][CH:28]2[CH2:29][CH2:30][CH2:31][CH2:32]2)=[O:26])[CH2:21][CH:22]([CH3:24])[CH3:23])[CH2:16][C:15]2[C:10](=[CH:11][C:12]([NH2:34])=[CH:13][CH:14]=2)[CH2:9]1)=[O:7])([CH3:3])([CH3:4])[CH3:2] |f:2.3|. Procedure: (S)-3-((S)-1-Cyclopentyloxycarbonyl-3-methyl-butylcarbamoyl)-7-nitro-3,4-dihydro-1H-isoquinoline-2-carboxylic acid tert-butyl ester (3.14 g, 6.24 mmol) and Pd/carbon (0.4 g) were suspended in EtOAc (20 ml). The reaction was stirred under a hydrogen atmosphere (balloon pressure) for 16 h. The solution was filtered through a pad of celite and the solvent removed. The crude product (3.04 g) was used in the next step without further purification. LCMS purity 83%, m/z 474 [M++H]+ Reactants: NC=1C=C(C=C2C(=C(C=NC12)C(=O)OCC)O)CN1CCOCC1 (ethyl 8-amino-4-hydroxy-6-(4-morpholinylmethyl)-3-quinolinecarboxylate), ClC1=CC=C(CN)C=C1 (4-chlorobenzylamine), CCOCC (ether). Run in O (water). Reaction conditions: temperature 180 celsius. Yields the product NC=1C=C(C=C2C(=C(C=NC12)C(=O)NCC1=CC=C(C=C1)Cl)O)CN1CCOCC1 (8-Amino-N-(4-chlorobenzyl)-4-hydroxy-6-(4-morpholinylmethyl)-3-quinolinecarboxamide). Reaction SMILES: [NH2:1][C:2]1[CH:3]=[C:4]([CH2:18][N:19]2[CH2:24][CH2:23][O:22][CH2:21][CH2:20]2)[CH:5]=[C:6]2[C:11]=1[N:10]=[CH:9][C:8]([C:12]([O:14]CC)=O)=[C:7]2[OH:17].[Cl:25][C:26]1[CH:33]=[CH:32][C:29]([CH2:30][NH2:31])=[CH:28][CH:27]=1.CCOCC>O>[NH2:1][C:2]1[CH:3]=[C:4]([CH2:18][N:19]2[CH2:24][CH2:23][O:22][CH2:21][CH2:20]2)[CH:5]=[C:6]2[C:11]=1[N:10]=[CH:9][C:8]([C:12]([NH:31][CH2:30][C:29]1[CH:32]=[CH:33][C:26]([Cl:25])=[CH:27][CH:28]=1)=[O:14])=[C:7]2[OH:17]. Reported procedure: A mixture of ethyl 8-amino-4-hydroxy-6-(4-morpholinylmethyl)-3-quinolinecarboxylate (Preparation 2, 1.0 g) and 4-chlorobenzylamine (4 mL) is heated at 180° C. The solution is cooled and stirred with ether (6 mL) and water (6 mL). The resulting precipitate is removed by filtration, washed with water followed by ether and dried to afford 1.05 g of the title compound. Physical characteristics: 1H NMR (DMSO-d6) δ2.35, 3.45, 3.57, 4.54, 5.65, 7.02, 7.39, 8.62, 10.6, 11.1. The reactants are O=C1N2C(=NC=3C=CC(=CC13)C(=O)OCC)C=CC=1C=CC=CC12 (ethyl 12-oxo-12-H-quino[2,1-b]quinazoline-10-carboxylate), [OH-].[Na+] (sodium hydroxide), Cl (hydrochloric acid). Solvent: O (water). The product is O=C1N2C(=NC=3C=CC(=CC13)C(=O)O)C=CC=1C=CC=CC12 (12-Oxo-12-H-quino[2,1-b]quinazoline-10-carboxylic acid). Reaction SMILES: [O:1]=[C:2]1[C:11]2[CH:10]=[C:9]([C:12]([O:14]CC)=[O:13])[CH:8]=[CH:7][C:6]=2[N:5]=[C:4]2[CH:17]=[CH:18][C:19]3[CH:20]=[CH:21][CH:22]=[CH:23][C:24]=3[N:3]12.[OH-].[Na+].Cl>O>[O:1]=[C:2]1[C:11]2[CH:10]=[C:9]([C:12]([OH:14])=[O:13])[CH:8]=[CH:7][C:6]=2[N:5]=[C:4]2[CH:17]=[CH:18][C:19]3[CH:20]=[CH:21][CH:22]=[CH:23][C:24]=3[N:3]12 |f:1.2|. Reported procedure: 2.8 gm of ethyl 12-oxo-12-H-quino[2,1-b]quinazoline-10-carboxylate (see Example 3) were refluxed in 20 ml of an aqueous 10% sodium hydroxide solution for 30 minutes. The solution was then heated with 5 times its quantity of semiconcentrated hydrochloric acid for half an hour on a boiling water bath. After diluting with water, the precipitated yellow crystals were collected by suction filtration and washed with water and acetonitrile, yielding the compound of the formula ##STR26## Reactants: CC1=CC=C(C=C1)S(=O)(=O)O.C(C)(=O)OC1=CC(=C(C=C1)NN)O (4-hydrazinyl-3-hydroxyphenyl acetate 4-methylbenzenesulfonate), C(C)(=O)OC1=CC(=C(C=C1)N)O (4-amino-3-hydroxyphenyl acetate), ClC(C(C)=O)C(C)=O (3-chloropentane-2,4-dione). Yields the product C(C)(=O)OC1=CC(=C(C=C1)N1N=C(C(=C1C)Cl)C)O (4-(4-chloro-3,5-dimethyl-1H-pyrazol-1-yl)-3-hydroxyphenyl acetate). Yield: 4.2%. RXN SMILES: CC1C=CC(S(O)(=O)=O)=CC=1.[C:12]([O:15][C:16]1[CH:21]=[CH:20][C:19]([NH:22][NH2:23])=[C:18]([OH:24])[CH:17]=1)(=[O:14])[CH3:13].C(OC1C=CC(N)=C(O)C=1)(=O)C.[Cl:37][CH:38]([C:42](=O)[CH3:43])[C:39](=O)[CH3:40]>>[C:12]([O:15][C:16]1[CH:21]=[CH:20][C:19]([N:22]2[C:42]([CH3:43])=[C:38]([Cl:37])[C:39]([CH3:40])=[N:23]2)=[C:18]([OH:24])[CH:17]=1)(=[O:14])[CH3:13] |f:0.1|. Procedure: 30 mg of the title compound was prepared in a manner similar to Example 54b) by using 4-hydrazinyl-3-hydroxyphenyl acetate 4-methylbenzenesulfonate (0.9 g), which was prepared from 4-amino-3-hydroxyphenyl acetate (1.0 g) in a manner similar to Example 54a), and 3-chloropentane-2,4-dione (1.2 g). Reactants: CN1CCC2=CC(=CC=C12)[N+](=O)[O-] (1-Methyl-5-nitroindoline), [N+](=O)([O-])C=1C=C2CCNC2=CC1 (5-nitroindoline), IC (iodomethane), [OH-].[Na+] (sodium hydroxide), CN(C)C=O (DMF). Solvent: O (water). Product: C(C)(C)(C)C1=CC=C(C=C1)/C=C/C(=O)NC=1C=C2CCN(C2=CC1)C ((2E)-3-[4-(tert-Butyl)phenyl]-N-(1-methylindolin-5-yl)prop-2-enamide). As a reaction SMILES: [CH3:1][N:2]1[C:10]2[C:5](=[CH:6][C:7]([N+:11]([O-])=O)=[CH:8][CH:9]=2)[CH2:4][CH2:3]1.[N+]([C:17]1[CH:18]=[C:19]2[C:23](=[CH:24][CH:25]=1)N[CH2:21][CH2:20]2)([O-])=O.IC.[OH-].[Na+].CN([CH:33]=[O:34])C>O>[C:5]([C:25]1[CH:24]=[CH:23][C:19](/[CH:20]=[CH:21]/[C:33]([NH:11][C:7]2[CH:6]=[C:5]3[C:10](=[CH:9][CH:8]=2)[N:2]([CH3:1])[CH2:3][CH2:4]3)=[O:34])=[CH:18][CH:17]=1)([CH3:10])([CH3:6])[CH3:4] |f:3.4|. Reported procedure: 1-Methyl-5-nitroindoline. To a round-bottomed flask equipped with magnetic stirring was added 5-nitroindoline (0.82, 5.0 mmol, Aldrich), iodomethane (0.71 g, 5.0 mmol, Aldrich), sodium hydroxide (0.24, 6 mmol) and DMF (20 mL). The reaction mixture was stirred at 25° C. for 3 h, diluted with water (50 mL), extracted with EtOAc (3×40 mL) and the combined extracts were concentrated in vacuo. Purification by silica gel chromatography 97:3 hexane:EtOAc) provided the title product. MS (ESI, pos. ion) ... Starting materials: C(C)N(C1=C(C=CC(=C1)OC)C1CC=2C=CC(=CC2CC1)OC(C(C)(C)C)=O)C(=O)C1=NC=C(C=C1)O (pivalic acid 6-{2-[ethyl(5-hydroxypyridine-2-carbonyl)amino]-4-methoxyphenyl}-5,6,7,8-tetrahydronaphthalen-2-yl ester), ClCC(=O)N(C)C (2-chloro-N,N-dimethylacetamide). Product: CN(CCOC=1C=CC(=NC1)CN(C1=C(C=CC(=C1)OC)C1CC=2C=CC(=CC2CC1)O)CC)C (6-{2-{[5-(2-Dimethylaminoethoxy)pyridin-2-ylmethyl]ethylamino}-4-methoxyphenyl}-5,6,7,8-tetrahydronaphthalen-2-ol). Yield: 101.4%. RXN SMILES: [CH2:1]([N:3]([C:29]([C:31]1[CH:36]=[CH:35][C:34]([OH:37])=[CH:33][N:32]=1)=O)[C:4]1[CH:9]=[C:8]([O:10][CH3:11])[CH:7]=[CH:6][C:5]=1[CH:12]1[CH2:21][CH2:20][C:19]2[CH:18]=[C:17]([O:22]C(=O)C(C)(C)C)[CH:16]=[CH:15][C:14]=2[CH2:13]1)[CH3:2].Cl[CH2:39][C:40]([N:42]([CH3:44])[CH3:43])=O>>[CH3:43][N:42]([CH3:44])[CH2:40][CH2:39][O:37][C:34]1[CH:35]=[CH:36][C:31]([CH2:29][N:3]([CH2:1][CH3:2])[C:4]2[CH:9]=[C:8]([O:10][CH3:11])[CH:7]=[CH:6][C:5]=2[CH:12]2[CH2:21][CH2:20][C:19]3[CH:18]=[C:17]([OH:22])[CH:16]=[CH:15][C:14]=3[CH2:13]2)=[N:32][CH:33]=1. Procedure: Synthesized from pivalic acid 6-{2-[ethyl(5-hydroxypyridine-2-carbonyl)amino]-4-methoxyphenyl}-5,6,7,8-tetrahydronaphthalen-2-yl ester (25 mg) and 2-chloro-N,N-dimethylacetamide (12 mg) following the synthetic method of Example 404 described below and purified by LC-MS, the title compound (24 mg) was obtained. ESI-Mass; 476 [M++H]